Dataset: the Open Reaction Database (ORD), a public repository of structured organic reaction records. Task: describe an organic reaction: reactants, conditions, products, and yield Starting materials: CC#N (MeCN), C(CCC)[Li] (n-butyllithium), hexanes, C(C)OC(=O)[C@H]1[C@H](C1)F (cis-ethyl-2-fluorocyclo-propanecarboxylate). Solvent: C1CCOC1 (THF). Reaction conditions: temperature -78 celsius, time 30 minute. The product is F[C@@H]1[C@@H](C1)C(CC#N)=O (cis-3-(2-fluorocyclopropyl)-3-oxopropanenitrile). The yield is 69.6%. As a reaction SMILES: [CH3:1][C:2]#[N:3].C([Li])CCC.C([O:11][C:12]([C@@H:14]1[CH2:16][C@@H:15]1[F:17])=O)C>C1COCC1>[F:17][C@H:15]1[CH2:16][C@H:14]1[C:12](=[O:11])[CH2:1][C:2]#[N:3]. Procedure details: To a solution of MeCN (7.28 mL, 139 mmol) in anhydrous THF (130 mL) at −78° C. under N2 was added n-butyllithium (2.4 mol/L) in hexanes (58 mL, 139 mmol) dropwise. The mixture was stirred at −78° C. for 30 min then cis-ethyl-2-fluorocyclo-propanecarboxylate (1.5 g; 87.0 mmol) was added dropwise with stirring while maintaining the temperature at −78° C. The resulting solution was stirred at 25° C. for 2 h, quenched by the addition of 50% satd. aq. NH4Cl solution and extracted with EtOAc (3×50 mL)... Reactants: [Ag+2], N#CCCCCCBr, O=C([O-])[O-], Cc1ccccc1, O=c1cc(-c2ccccc2)cc(-c2ccccc2)[nH]1. The product is N#CCCCCCOc1cc(-c2ccccc2)cc(-c2ccccc2)n1. Reaction SMILES: [Ag+2:32].[Br:20][CH2:21][CH2:22][CH2:23][CH2:24][CH2:25][C:26]#[N:27].[C:28](=[O:29])([O-:30])[O-:31].[CH3:33][c:34]1[cH:35][cH:36][cH:37][cH:38][cH:39]1.[c:1]1(-[c:7]2[cH:8][c:9](=[O:19])[nH:10][c:11](-[c:13]3[cH:14][cH:15][cH:16][cH:17][cH:18]3)[cH:12]2)[cH:2][cH:3][cH:4][cH:5][cH:6]1>>[c:1]1(-[c:7]2[cH:8][c:9]([O:19][CH2:21][CH2:22][CH2:23][CH2:24][CH2:25][C:26]#[N:27])[n:10][c:11](-[c:13]3[cH:14][cH:15][cH:16][cH:17][cH:18]3)[cH:12]2)[cH:2][cH:3][cH:4][cH:5][cH:6]1. Reactants: NCC1=C(C=C(C=C1)O)OC (4-aminomethyl-3-methoxy-phenol), BrCCCCCCO (6-bromohexanol), CC1([C@@H]2[C@H]1CC1=C(SC(=C21)C)C(=O)O)C ((1aS,5aR)-1,1,2-trimethyl-1,1a,5,5a-tetrahydro-3-thia-cyclopropa[a]pentalene-4-carboxylic acid). The product is OCCCCCCOC1=CC(=C(CNC(=O)C2=C3C[C@@H]4[C@H](C3=C(S2)C)C4(C)C)C=C1)OC ((1aS,5aR)-1,1,2-Trimethyl-1,1a,5,5a-tetrahydro-3-thia-cyclopropa[a]pentalene-4-carboxylic acid 4-(6-hydroxy-hexyloxy)-2-methoxy-benzylamide). RXN SMILES: [NH2:1][CH2:2][C:3]1[CH:8]=[CH:7][C:6]([OH:9])=[CH:5][C:4]=1[O:10][CH3:11].Br[CH2:13][CH2:14][CH2:15][CH2:16][CH2:17][CH2:18][OH:19].[CH3:20][C:21]1([CH3:34])[C@@H:23]2[CH2:24][C:25]3[C:29]([C@H:22]12)=[C:28]([CH3:30])[S:27][C:26]=3[C:31](O)=[O:32]>>[OH:19][CH2:18][CH2:17][CH2:16][CH2:15][CH2:14][CH2:13][O:9][C:6]1[CH:7]=[CH:8][C:3]([CH2:2][NH:1][C:31]([C:26]2[S:27][C:28]([CH3:30])=[C:29]3[C:25]=2[CH2:24][C@H:23]2[C:21]([CH3:34])([CH3:20])[C@H:22]23)=[O:32])=[C:4]([O:10][CH3:11])[CH:5]=1. Reported procedure: (1aS,5aR)-1,1,2-Trimethyl-1,1a,5,5a-tetrahydro-3-thia-cyclopropa[a]pentalene-4-carboxylic acid 4-(6-hydroxy-hexyloxy)-2-methoxy-benzylamide is prepared starting from 4-aminomethyl-3-methoxy-phenol, 6-bromohexanol and (1aS,5aR)-1,1,2-trimethyl-1,1a,5,5a-tetrahydro-3-thia-cyclopropa[a]pentalene-4-carboxylic acid in analogy to the procedures given in Example 18. LC-MS: tR=1.08 min, [M+1]+=458.25. Reactants: c1(ccccn1)Br, n1(ncc(c1)Nc1nc(O[C@H]2C[C@@H](C2)N(C)C(OC(C)(C)C)=O)c2c(n1)[nH]cc2)C. The reagents and catalysts are c1ccc(cc1)-c2c3ccccc3cc4ccccc24 (9-Phenylanthracene), C(=O)([O-])[O-].[Cs+].[Cs+] (Cs2CO3), c1(cc(cc(c1c1c(ccc(c1P(C1CCCCC1)C1CCCCC1)OC)OC)C(C)C)C(C)C)C(C)C.c1(c(cccc1)[Pd]Cl)CCN (BrettPhos Palladacycle), C(O[Pd]OC(C)=O)(C)=O (Pd(OAc)2). Run in CC(=O)N(C)C (DMAc). Reaction conditions: temperature 90 celsius, time 18 hour. Yields the product CN([C@@H]1C[C@H](C1)Oc2nc(Nc3cnn(C)c3)nc4[nH]cc(c5ccccn5)c24)C(=O)OC(C)(C)C. As a reaction SMILES: [CH3:1][N:2]([C:24]([O:26][C:27]([CH3:30])([CH3:29])[CH3:28])=[O:25])[C@H:3]1[CH2:6][C@H:5]([O:7][c:8]2[c:23]([c:19]3[n:18][c:10]([NH:11][c:12]4[cH:17][n:15]([CH3:16])[n:14][cH:13]4)[n:9]2)[cH:22][cH:21][nH:20]3)[CH2:4]1.Br[c:31]1[n:36][cH:35][cH:34][cH:33][cH:32]1>>[CH3:1][N:2]([C:24]([O:26][C:27]([CH3:30])([CH3:29])[CH3:28])=[O:25])[C@H:3]1[CH2:6][C@H:5]([O:7][c:8]2[c:23]([c:19]3[n:18][c:10]([NH:11][c:12]4[cH:17][n:15]([CH3:16])[n:14][cH:13]4)[n:9]2)[c:22]([c:31]5[n:36][cH:35][cH:34][cH:33][cH:32]5)[cH:21][nH:20]3)[CH2:4]1. The reactants are c1ccc(CN2CC3CC2CN3)cc1, Cc1ccccc1, [NH4+], O=C1Nc2ccccc2Oc2ccccc21, [OH-]. Yields the product c1ccc(CN2CC3CC2CN3C2=Nc3ccccc3Oc3ccccc32)cc1. As a reaction SMILES: [CH2:17]([c:18]1[cH:19][cH:20][cH:21][cH:22][cH:23]1)[N:24]1[CH:25]2[CH2:26][NH:27][CH:28]([CH2:29]1)[CH2:30]2.[CH3:33][c:34]1[cH:35][cH:36][cH:37][cH:38][cH:39]1.[NH4+:32].[O:1]=[C:2]1[NH:3][c:4]2[c:5]([cH:13][cH:14][cH:15][cH:16]2)[O:6][c:7]2[c:8]1[cH:9][cH:10][cH:11][cH:12]2.[OH-:31]>>[C:2]1([N:27]2[CH2:26][CH:25]3[N:24]([CH2:17][c:18]4[cH:19][cH:20][cH:21][cH:22][cH:23]4)[CH2:29][CH:28]2[CH2:30]3)=[N:3][c:4]2[c:5]([cH:13][cH:14][cH:15][cH:16]2)[O:6][c:7]2[c:8]1[cH:9][cH:10][cH:11][cH:12]2.